The task is: describe an organic reaction: reactants, conditions, products, and yield. This data is from the Open Reaction Database (ORD), a public repository of structured organic reaction records. Starting materials: [Rh] (rhodium), C(C(C)C)P(CC(C)C)CC(C)C (triisobutyl phosphine). The product is [Rh].C(C(C)C)P(CC(C)C)CC(C)C (Tri-i-butyl Phosphine Rhodium). Reaction SMILES: [Rh:1].[CH2:2]([P:6]([CH2:11][CH:12]([CH3:14])[CH3:13])[CH2:7][CH:8]([CH3:10])[CH3:9])[CH:3]([CH3:5])[CH3:4]>>[Rh:1].[CH2:11]([P:6]([CH2:2][CH:3]([CH3:5])[CH3:4])[CH2:7][CH:8]([CH3:10])[CH3:9])[CH:12]([CH3:14])[CH3:13] |f:2.3|. Procedure: About 100 g of the above distillate feed was hydroformylated using the low pressure hydroformylation procedure under 1000 psi 1/1 H2 /CO pressure at 180° C. in the presence of 2 mM rhodium and 140 mM triisobutyl phosphine. The reactants are C(CCC)C1=CC(=C(C=C1)NC(CBr)=O)[N+](=O)[O-] (N-(4-n-butyl-2-nitrophenyl)-2-bromoacetamide), CNC (dimethylamine). Run in C(C)O (ethanol), C(C)O (ethanol). Yields the product C(CCC)C1=CC(=C(C=C1)NC(CN(C)C)=O)[N+](=O)[O-] (N-(4-n-butyl-2-nitrophenyl)-2-dimethylaminoacetamide). RXN SMILES: [CH2:1]([C:5]1[CH:10]=[CH:9][C:8]([NH:11][C:12](=[O:15])[CH2:13]Br)=[C:7]([N+:16]([O-:18])=[O:17])[CH:6]=1)[CH2:2][CH2:3][CH3:4].[CH3:19][NH:20][CH3:21]>C(O)C>[CH2:1]([C:5]1[CH:10]=[CH:9][C:8]([NH:11][C:12](=[O:15])[CH2:13][N:20]([CH3:21])[CH3:19])=[C:7]([N+:16]([O-:18])=[O:17])[CH:6]=1)[CH2:2][CH2:3][CH3:4]. Procedure: A suspension of N-(4-n-butyl-2-nitrophenyl)-2-bromoacetamide (41 g) in ethanol (200 ml) was treated with a solution of dimethylamine in ethanol (90 ml of 20% w/w). The mixture was refluxed for one hour and the ethanol was evaporated off. Water (100 ml) was added and the mixture extracted with diethyl ether (3 × 200 ml). The extract was dried over magnesium sulphate, filtered and evaporated to give N-(4-n-butyl-2-nitrophenyl)-2-dimethylaminoacetamide as a yellow oil which was used without further... The reactants are C12C(C3CC(CC(C1)C3)C2)=O (2-adamantanone), Cl.NO (hydroxylamine hydrochloride), O.O.O.C(C)(=O)[O-].[Na+] (sodium acetate trihydrate). The solvent is CO (methanol). Product: C12C(C3CC(CC(C1)C3)C2)=NO (2-adamantanone oxime). Yield: 90.9%. RXN SMILES: [CH:1]12[CH2:10][CH:5]3[CH2:6][CH:7]([CH2:9][CH:3]([CH2:4]3)[C:2]1=O)[CH2:8]2.Cl.[NH2:13][OH:14].O.O.O.C([O-])(=O)C.[Na+]>CO>[CH:1]12[CH2:10][CH:5]3[CH2:6][CH:7]([CH2:9][CH:3]([CH2:4]3)[C:2]1=[N:13][OH:14])[CH2:8]2 |f:1.2,3.4.5.6.7|. Reported procedure: To 30 g of 2-adamantanone (Aldrich Chem. Co.) in 100 mL of methanol was added 50 g of hydroxylamine hydrochloride and 92 g of sodium acetate trihydrate and the mixture was refluxed for 2 hours. The mixture was concentrated in vacuo, the residue was distributed between 250 of dichloromethane and 50 mL of water. The organic layer was separated, dried with magnesium sulfate and concentrated in vacuo to give 30 g of crude 2-adamantanone oxime. This was dissolved in 100 mL of chloroform and 135 g of ... The reactants are CON1CCC(CC1)CC=O ((1-Methoxy-piperidin-4-yl)-acetaldehyde), [C-]#N.[K+] (KCN), [NH4+].[Cl-] (NH4Cl). The solvent is N (ammonia), O (water), O (water). Run at time 30 minute. Product: NC(C#N)CC1CCN(CC1)OC (2-amino-3-(1-methoxy-piperidin-4-yl)-propionitrile). As a reaction SMILES: [CH3:1][O:2][N:3]1[CH2:8][CH2:7][CH:6]([CH2:9][CH:10]=O)[CH2:5][CH2:4]1.[C-:12]#[N:13].[K+].[NH4+:15].[Cl-]>N.O>[NH2:15][CH:10]([CH2:9][CH:6]1[CH2:7][CH2:8][N:3]([O:2][CH3:1])[CH2:4][CH2:5]1)[C:12]#[N:13] |f:1.2,3.4|. Reported procedure: (1-Methoxy-piperidin-4-yl)-acetaldehyde (1.7 g, 10.8 mmol) was added dropwise to a mixture of KCN (910 mg, 14 mmol) and NH4Cl (795 mg, 15 mmol) in 10 ml of 33% aqueous ammonia and 10 ml of water at room temperature. After stirring at room temperature for 30 minutes, the reaction mixture was diluted with 20 ml of water and extracted with CH2Cl2 three times. The combined organic layers were dried over sodium sulfate, filtered and concentrated under vacuum. The crude product was purified by column ...